This data is from the Open Reaction Database (ORD), a public repository of structured organic reaction records. The task is: describe an organic reaction: reactants, conditions, products, and yield Reported procedure: A 500-ml, two necked flask was equipped a magnetic stirring bar, heating mantle and condenser. The flask was charged with 46 g of 3-amino-1,2-propanediol (0.50 mol.) and 300 ml of ethanol. Next, 77 g of hexahydrophthalic anhydride (0.50 mol.) was slowly added to the flask after which the reaction was refluxed for 12 hours. The imide formation was confirmed by IR. The ethanol was removed by a rotoevaporator to yield 92 g (81%) of the N-[2,3-di(hydroxy)propyl]hexahydrophthalimide. The reactants are C1(C2C(C(=O)O1)CCCC2)=O (hexahydrophthalic anhydride), NCC(CO)O (3-amino-1,2-propanediol), imide. Yield: 109.7%. Product: C(C=C)(=O)OC(CN1C(C2C(C1=O)CCCC2)=O)COC(C=C)=O (N-[2,3-Di(acryloyloxy)propyl]hexahydrophthalimide). The solvent is C(C)O (ethanol). RXN SMILES: [NH2:1][CH2:2][CH:3]([OH:6])[CH2:4][OH:5].[C:7]1(=[O:17])[O:12][C:10](=O)[CH:9]2[CH2:13][CH2:14][CH2:15][CH2:16][CH:8]12>C(O)C>[C:10]([O:6][CH:3]([CH2:4][O:5][C:7](=[O:17])[CH:8]=[CH2:16])[CH2:2][N:1]1[C:7](=[O:17])[CH:8]2[CH2:16][CH2:15][CH2:14][CH2:13][CH:9]2[C:10]1=[O:12])(=[O:12])[CH:9]=[CH2:13]. The reactants are CC=1N2C(=NN1)C(CC2)C(=O)OCC (ethyl 3-methyl-6,7-dihydro-5H-pyrrolo[2,1-c][1,2,4]-triazole-7-carboxylate), [Li+].[OH-] (LiOH). Run in C1CCOC1.O.CO (THF water MeOH). Run at temperature 60 celsius. The product is CC=1N2C(=NN1)C(CC2)C(=O)O (3-Methyl-6,7-dihydro-5H-pyrrolo[2,1-c][1,2,4]triazole-7-carboxylic acid). RXN SMILES: [CH3:1][C:2]1[N:3]2[CH2:9][CH2:8][CH:7]([C:10]([O:12]CC)=[O:11])[C:4]2=[N:5][N:6]=1.[Li+].[OH-]>C1COCC1.O.CO>[CH3:1][C:2]1[N:3]2[CH2:9][CH2:8][CH:7]([C:10]([OH:12])=[O:11])[C:4]2=[N:5][N:6]=1 |f:1.2,3.4.5|. Procedure details: To a solution of ethyl 3-methyl-6,7-dihydro-5H-pyrrolo[2,1-c][1,2,4]-triazole-7-carboxylate (400 mg, 2.05 mmol) from step A in THF/water/MeOH was added LiOH (250 mg, 10.3 mmol) and the resulting solution was heated to 60° C. for 16 h. The solution was cooled to room temperature and concentrated to remove organic solvents. The aqueous layer was then acidified to pH of ˜5 using 2N HCl. The mixture was concentrated to dryness under vacuum, azeotroping with toluene (2×20 mL) to make sure all water w... Starting materials: ClC=1C=CN2C(C(=CC(=C2C1C)C1CC1)C(=O)OC)=O (methyl 8-chloro-1-cyclopropyl-9-methyl-4-oxo-4H-quinolizine-3-carboxylate), CN1N=CC2=CC(=CC=C12)B(O)O ((1-methyl-1H-indazol-5-yl)boronic acid). The product is CN1N=CC2=CC(=CC=C12)C=1C=CN2C(C(=CC(=C2C1C)C1CC1)C(=O)OC)=O (methyl 8-(1-methyl-1H-indazol-5-yl)-1-cyclopropyl-9-methyl-4-oxo-4H-quinolizine-3-carboxylate). The yield is 98.5%. Reaction SMILES: Cl[C:2]1[CH:3]=[CH:4][N:5]2[C:10]([C:11]=1[CH3:12])=[C:9]([CH:13]1[CH2:15][CH2:14]1)[CH:8]=[C:7]([C:16]([O:18][CH3:19])=[O:17])[C:6]2=[O:20].[CH3:21][N:22]1[C:30]2[C:25](=[CH:26][C:27](B(O)O)=[CH:28][CH:29]=2)[CH:24]=[N:23]1>>[CH3:21][N:22]1[C:30]2[C:25](=[CH:26][C:27]([C:2]3[CH:3]=[CH:4][N:5]4[C:10]([C:11]=3[CH3:12])=[C:9]([CH:13]3[CH2:15][CH2:14]3)[CH:8]=[C:7]([C:16]([O:18][CH3:19])=[O:17])[C:6]4=[O:20])=[CH:28][CH:29]=2)[CH:24]=[N:23]1. Procedure: Methyl 8-(1-methyl-1H-indazol-5-yl)-1-cyclopropyl-9-methyl-4-oxo-4H-quinolizine-3-carboxylate was prepared according to General Procedure A′ from methyl 8-chloro-1-cyclopropyl-9-methyl-4-oxo-4H-quinolizine-3-carboxylate (100 mg, 0.34 mmol) and (1-methyl-1H-indazol-5-yl)boronic acid (176.0 mg, 0.41 mmol). Purification by flash silica column chromatography (DCM:MeOH) (1:0 to 9:1) afforded the title compound as a yellow solid (129.8 mg, 95%). The reactants are C(C=C)(=O)OC(C)(C)C (tert-butyl acrylate), CN1C=C(C=2C1=NC=CC2)C=O (1-methyl-1H-pyrrolo[2,3-b]pyridine-3-carboxaldehyde), CN1C(=C(C2=CC=CC=C12)C)C=O (1,3-dimethyl-1H-indole-2-carboxaldehyde). Yields the product CN1C=C(C=2C1=NC=CC2)CNC (1-Methyl-3-(methylaminomethyl)-1H-pyrrolo[2,3-b]pyridine). The yield is 45.0%. RXN SMILES: C(OC(C)(C)C)(=O)C=C.[CH3:10][N:11]1[C:15]2=[N:16][CH:17]=[CH:18][CH:19]=[C:14]2[C:13]([CH:20]=O)=[CH:12]1.[CH3:22][N:23]1C2C(=CC=CC=2)C(C)=C1C=O>>[CH3:10][N:11]1[C:15]2=[N:16][CH:17]=[CH:18][CH:19]=[C:14]2[C:13]([CH2:20][NH:23][CH3:22])=[CH:12]1. Reported procedure: According to the procedure of Preparation 13 (c), except substituting 1-methyl-1H-pyrrolo[2,3-b]pyridine-3-carboxaldehyde (0.4 g, 2.5 mmole) for the 1,3-dimethyl-1H-indole-2-carboxaldehyde, the title compound (0.2 g, 45%) was prepared as a yellow oil: MS (ES) m/e 176 (M+H)+. Starting materials: CC(C)(C)[Si](Cl)(c1ccccc1)c1ccccc1, C1CCOC1, [H-], CC(N)(CO)CO, [Na+]. The product is CC(N)(CO)CO[Si](c1ccccc1)(c1ccccc1)C(C)(C)C. As a reaction SMILES: [C:10]([CH3:11])([CH3:12])([CH3:13])[Si:14]([c:15]1[cH:16][cH:17][cH:18][cH:19][cH:20]1)([c:21]1[cH:22][cH:23][cH:24][cH:25][cH:26]1)[Cl:27].[CH2:28]1[O:29][CH2:30][CH2:31][CH2:32]1.[H-:1].[NH2:3][C:4]([CH2:5][OH:6])([CH2:7][OH:8])[CH3:9].[Na+:2]>>[NH2:3][C:4]([CH2:5][OH:6])([CH2:7][O:8][Si:14]([C:10]([CH3:11])([CH3:12])[CH3:13])([c:15]1[cH:16][cH:17][cH:18][cH:19][cH:20]1)[c:21]1[cH:22][cH:23][cH:24][cH:25][cH:26]1)[CH3:9]. Reactants: CS(C)=O, O=S(=O)(Oc1cc2cccc(Br)c2cn1)C(F)(F)F, N#Cc1cnc(N)cn1. Product: N#Cc1cnc(Nc2cc3cccc(Br)c3cn2)cn1. As a reaction SMILES: [CH3:29][S:30]([CH3:31])=[O:32].[F:10][C:11]([F:12])([F:13])[S:14]([O:15][c:16]1[n:17][cH:18][c:19]2[c:20]([Br:26])[cH:21][cH:22][cH:23][c:24]2[cH:25]1)(=[O:27])=[O:28].[NH2:1][c:2]1[n:3][cH:4][c:5]([C:8]#[N:9])[n:6][cH:7]1>>[NH:1]([c:2]1[n:3][cH:4][c:5]([C:8]#[N:9])[n:6][cH:7]1)[c:16]1[n:17][cH:18][c:19]2[c:20]([Br:26])[cH:21][cH:22][cH:23][c:24]2[cH:25]1. Starting materials: O=C1CCC(=O)N1Br, CC(=O)Oc1cc(C)ccc1CC(=O)OC(C)(C)C, O=C(OOC(=O)c1ccccc1)c1ccccc1, ClC(Cl)(Cl)Cl. Product: CC(=O)Oc1cc(CBr)ccc1CC(=O)OC(C)(C)C. Reaction SMILES: [Br:20][N:21]1[C:22](=[O:23])[CH2:24][CH2:25][C:26]1=[O:27].[C:1]([CH3:2])([CH3:3])([CH3:4])[O:5][C:6]([CH2:7][c:8]1[c:9]([O:15][C:16](=[O:17])[CH3:18])[cH:10][c:11]([CH3:14])[cH:12][cH:13]1)=[O:19].[C:28]([O:29][O:30][C:31](=[O:32])[c:33]1[cH:34][cH:35][cH:36][cH:37][cH:38]1)(=[O:39])[c:40]1[cH:41][cH:42][cH:43][cH:44][cH:45]1.[Cl:46][C:47]([Cl:48])([Cl:49])[Cl:50]>>[C:1]([CH3:2])([CH3:3])([CH3:4])[O:5][C:6]([CH2:7][c:8]1[c:9]([O:15][C:16](=[O:17])[CH3:18])[cH:10][c:11]([CH2:14][Br:20])[cH:12][cH:13]1)=[O:19].